Dataset: the Open Reaction Database (ORD), a public repository of structured organic reaction records. Task: describe an organic reaction: reactants, conditions, products, and yield Starting materials: N1(CCCC1)C1(C=CC2=CC=CC=C12)[Li] ((1-(1-pyrrolidinyl)-1H-indenyl)lithium), [Si](C)(C)(Cl)Cl (SiMe2Cl2). The solvent is C1CCOC1 (THF), C1CCOC1 (THF). Conditions: time 8 hour. Product: Cl[Si](C1C=C(C2=CC=CC=C12)N1CCCC1)(C)C (1-(1-(chlorodimethylsilyl)-1H-inden-3-yl)pyrrolidine). The yield is 82.0%. RXN SMILES: [N:1]1([C:6]2([Li])[C:14]3[C:9](=[CH:10][CH:11]=[CH:12][CH:13]=3)[CH:8]=[CH:7]2)[CH2:5][CH2:4][CH2:3][CH2:2]1.[Si:16](Cl)([Cl:19])([CH3:18])[CH3:17]>C1COCC1>[Cl:19][Si:16]([CH3:18])([CH3:17])[CH:8]1[C:9]2[C:14](=[CH:13][CH:12]=[CH:11][CH:10]=2)[C:6]([N:1]2[CH2:5][CH2:4][CH2:3][CH2:2]2)=[CH:7]1. Procedure: A solution of (1-(1-pyrrolidinyl)-1H-indenyl)lithium (2.0) g. 10.46 mmol) in 25 mL of THF was added within 30 minutes to a 50 mL THF solution containing SiMe2Cl2 (8.1 g, 62.76 mmol). After the addition was complete the reaction mixture was stirred overnight. The solvent was then removed under reduced pressure. The residue was extracted with hexane and the solution was filtered. The solvent was then removed under reduced pressure leaving 2.40 g of product. Yield 82 percent. Starting materials: FC(C(=O)O)(F)F.CNC[C@@H]1CC[C@H](CC1)C#CCOS(=O)(=O)C (trans-methanesulfonic acid 3-(4-methylaminomethyl-cyclohexyl)-prop-2-ynyl ester trifluoro-acetate), C1=CC(=CC=C1OC(=O)Cl)Cl (4-chlorophenylchloroformate), CCN(C(C)C)C(C)C (Huenig's base). Solvent: C(Cl)Cl (methylenechloride). Reaction conditions: time 45 hour. Yields the product ClC1=CC=C(OC(=O)N(C)C[C@@H]2CC[C@H](CC2)C#CCOS(=O)(=O)C)C=C1 (trans-methanesulfonic acid 3-(4-{[(4-chloro-phenoxycarbonyl)-methyl-amino]-methyl}-cyclohexyl)-prop-2-ynyl ester). The yield is 133.0%. RXN SMILES: FC(F)(F)C(O)=O.[CH3:8][NH:9][CH2:10][C@H:11]1[CH2:16][CH2:15][C@H:14]([C:17]#[C:18][CH2:19][O:20][S:21]([CH3:24])(=[O:23])=[O:22])[CH2:13][CH2:12]1.[CH:25]1[C:30]([O:31][C:32](Cl)=[O:33])=[CH:29][CH:28]=[C:27]([Cl:35])[CH:26]=1.CCN(C(C)C)C(C)C>C(Cl)Cl>[Cl:35][C:27]1[CH:28]=[CH:29][C:30]([O:31][C:32]([N:9]([CH2:10][C@H:11]2[CH2:12][CH2:13][C@H:14]([C:17]#[C:18][CH2:19][O:20][S:21]([CH3:24])(=[O:23])=[O:22])[CH2:15][CH2:16]2)[CH3:8])=[O:33])=[CH:25][CH:26]=1 |f:0.1|. Reported procedure: A solution of 7.70 g (corresponds to 9.63 mmol) of crude trans-methanesulfonic acid 3-(4-methylaminomethyl-cyclohexyl)-prop-2-ynyl ester trifluoro-acetate in 60 ml methylenechloride was treated at 0° C. with 1.61 ml (11.56 mmol) 4-chlorophenylchloroformate and then during 3 minutes with 8.25 ml (48.17 mmol; 5 equivalents) of Huenig's base. The reaction was stirred 45 hours at room temperature and extracted with aqueous 10% KHSO4/ether (3×). The organic phases were washed with aqueous 10% NaCl an... The reactants are Cn1cnc2c(=O)n(-c3ccc(Br)cc3)c(Cl)nc21, CO, ClCCl, Oc1ccc(F)c(F)c1F. Product: Cn1cnc2c(=O)n(-c3ccc(Br)cc3)c(Oc3ccc(F)c(F)c3F)nc21. As a reaction SMILES: [Br:1][c:2]1[cH:3][cH:4][c:5](-[n:8]2[c:9]([Cl:19])[n:10][c:11]3[n:12]([CH3:18])[cH:13][n:14][c:15]3[c:16]2=[O:17])[cH:6][cH:7]1.[CH3:30][OH:31].[Cl:32][CH2:33][Cl:34].[F:20][c:21]1[c:22]([OH:29])[cH:23][cH:24][c:25]([F:28])[c:26]1[F:27]>>[Br:1][c:2]1[cH:3][cH:4][c:5](-[n:8]2[c:9]([O:29][c:22]3[c:21]([F:20])[c:26]([F:27])[c:25]([F:28])[cH:24][cH:23]3)[n:10][c:11]3[n:12]([CH3:18])[cH:13][n:14][c:15]3[c:16]2=[O:17])[cH:6][cH:7]1. Reactants: BrCBr, CS(C)=O, [Na+], [OH-], O, CCCCC(C#N)c1cc(-c2ccccc2)cs1. Product: CCCCC(C#N)(CBr)c1cc(-c2ccccc2)cs1. RXN SMILES: [Br:19][CH2:20][Br:21].[CH3:22][S:23](=[O:24])[CH3:25].[Na+:27].[OH-:26].[OH2:28].[c:1]1(-[c:7]2[cH:8][c:9]([CH:12]([C:13]#[N:14])[CH2:15][CH2:16][CH2:17][CH3:18])[s:10][cH:11]2)[cH:2][cH:3][cH:4][cH:5][cH:6]1>>[c:1]1(-[c:7]2[cH:8][c:9]([C:12]([C:13]#[N:14])([CH2:15][CH2:16][CH2:17][CH3:18])[CH2:20][Br:19])[s:10][cH:11]2)[cH:2][cH:3][cH:4][cH:5][cH:6]1. Starting materials: ClC1=C(NC2=C(C=NC3=CC(=C(C=C23)OC)I)C#N)C=C(C(=C1)Cl)OC (4-(2,4-dichloro-5-methoxyanilino)-7-iodo-6-methoxy-3-quinolinecarbonitrile), C(CCC)[Sn](C1=COC(=C1)C(OCC)OCC)(CCCC)CCCC (tributyl [5-(diethoxymethyl)-3-furanyl]stannane), dichlorobis(triphenylphosphine)pallidium, BrC=1C=C(OC1)C(OCC)OCC (4-bromo-2-(diethoxymethyl)-furan), C(CCC)[Sn](CCCC)(CCCC)Cl (tributyl tin chloride), [Li]CCCC (n-BuLi), dichlorobis(triphenylphosphine)pallidium. Run in O1CCOCC1 (dioxane). Yields the product ClC1=C(C=C(C(=C1)Cl)OC)NC1=C(C=NC2=CC(=C(C=C12)OC)C1=COC(=C1)C(OCC)OCC)C#N (4-[(2,4-dichloro-5-methoxyphenyl)amino]-7-[5-(diethoxymethyl)-3-furyl]-6-methoxy-3-quinolinecarbonitrile). Reaction SMILES: [Cl:1][C:2]1[CH:23]=[C:22]([Cl:24])[C:21]([O:25][CH3:26])=[CH:20][C:3]=1[NH:4][C:5]1[C:14]2[C:9](=[CH:10][C:11](I)=[C:12]([O:15][CH3:16])[CH:13]=2)[N:8]=[CH:7][C:6]=1[C:18]#[N:19].C([Sn](CCCC)(CCCC)[C:32]1[CH:36]=[C:35]([CH:37]([O:41][CH2:42][CH3:43])[O:38][CH2:39][CH3:40])[O:34][CH:33]=1)CCC.BrC1C=C(C(OCC)OCC)OC=1.C([Sn](Cl)(CCCC)CCCC)CCC.[Li]CCCC>O1CCOCC1>[Cl:1][C:2]1[CH:23]=[C:22]([Cl:24])[C:21]([O:25][CH3:26])=[CH:20][C:3]=1[NH:4][C:5]1[C:14]2[C:9](=[CH:10][C:11]([C:32]3[CH:36]=[C:35]([CH:37]([O:41][CH2:42][CH3:43])[O:38][CH2:39][CH3:40])[O:34][CH:33]=3)=[C:12]([O:15][CH3:16])[CH:13]=2)[N:8]=[CH:7][C:6]=1[C:18]#[N:19]. Procedure details: A mixture of 4-(2,4-dichloro-5-methoxyanilino)-7-iodo-6-methoxy-3-quinolinecarbonitrile (3.5 g, 7.00 mmol), tributyl [5-(diethoxymethyl)-3-furanyl]stannane (generated from reaction of 4-bromo-2-(diethoxymethyl)-furan [ref. Chiarello, J, Joullie, M. M., Tetrahedron, 44(1), 41-48 (1988)] with tributyl tin chloride in the presence of n-BuLi) (5.76 g, 12.55 mmol), and dichlorobis(triphenylphosphine)pallidium (II) (100 mg) in 80 mL of dioxane is heated at reflux for 5 hours. Additional dichlorobis(tr... Solvent: C(C)(=O)OC(C)=O (acetic anhydride), C(C)(=O)OC(C)=O (acetic anhydride). Run at temperature 5 celsius. Reagents/catalysts: [Cl-].[Zn+2].[Cl-] (zinc chloride). Procedure: 32.6 g of 1-(4-nitrophenyl)-3-(4-methoxyanilino)-5-oxo-2-pyrazoline was dispersed in 110 g of acetic anhydride and 2.7 g of zinc chloride was added thereto and heated (70° to 80° C) on a steam bath with stirring. The mixture became a uniform solution as the reaction proceeded. After the completion of the reaction, 500 ml of ethyl acetate and 500 ml of water were added the reaction mixture and concentrated aqueous ammonia (28%) was added dropwise thereto under cooling to completely decompose the ... The product is [N+](=O)([O-])C1=CC=C(C=C1)N1N=C(CC1=O)N(C1=CC=C(C=C1)OC)C(C)=O (1-(4-Nitrophenyl)-3-(N-acetyl-4-methoxyanilino)5-oxo-2-pyrazoline). Reactants: N (ammonia), [N+](=O)([O-])C1=CC=C(C=C1)N1N=C(CC1=O)NC1=CC=C(C=C1)OC (1-(4-nitrophenyl)-3-(4-methoxyanilino)-5-oxo-2-pyrazoline), C(C)(=O)OCC (ethyl acetate), O (water), C(C)(=O)OCC (ethyl acetate). RXN SMILES: [N+:1]([C:4]1[CH:9]=[CH:8][C:7]([N:10]2[C:14](=[O:15])[CH2:13][C:12]([NH:16][C:17]3[CH:22]=[CH:21][C:20]([O:23][CH3:24])=[CH:19][CH:18]=3)=[N:11]2)=[CH:6][CH:5]=1)([O-:3])=[O:2].[C:25](OCC)(=[O:27])[CH3:26].O.N>C(OC(=O)C)(=O)C.[Cl-].[Zn+2].[Cl-]>[N+:1]([C:4]1[CH:5]=[CH:6][C:7]([N:10]2[C:14](=[O:15])[CH2:13][C:12]([N:16]([C:25](=[O:27])[CH3:26])[C:17]3[CH:22]=[CH:21][C:20]([O:23][CH3:24])=[CH:19][CH:18]=3)=[N:11]2)=[CH:8][CH:9]=1)([O-:3])=[O:2] |f:5.6.7|.